This data is from the Open Reaction Database (ORD), a public repository of structured organic reaction records. The task is: describe an organic reaction: reactants, conditions, products, and yield The reactants are 1.6, O1CCCC1 (tetrahydrofuran), N-n-butyl lithium helium hexane, O=C1C2=C(OCC3=C1C=CC=C3)C=CC(=C2)C(=O)OC (methyl 11-oxo-6,11-dihydrodibenz[b,e]oxepin-2-carboxylate), O1CCCC1 (tetrahydrofuran). The reagents and catalysts are [Br-].C[P+](C1=CC=CC=C1)(C1=CC=CC=C1)C1=CC=CC=C1 (methyltriphenylphosphonium bromide). Product: C=C1C2=C(OCC3=C1C=CC=C3)C=CC(=C2)C(=O)OC (Methyl 11-methylene-6,11-dihydrodibenz-[b,e]oxepin-2-carboxylate). Reaction SMILES: O=[C:2]1[C:8]2[CH:9]=[CH:10][CH:11]=[CH:12][C:7]=2[CH2:6][O:5][C:4]2[CH:13]=[CH:14][C:15]([C:17]([O:19][CH3:20])=[O:18])=[CH:16][C:3]1=2.O1CCC[CH2:22]1>[Br-].C[P+](C1C=CC=CC=1)(C1C=CC=CC=1)C1C=CC=CC=1>[CH2:22]=[C:2]1[C:8]2[CH:9]=[CH:10][CH:11]=[CH:12][C:7]=2[CH2:6][O:5][C:4]2[CH:13]=[CH:14][C:15]([C:17]([O:19][CH3:20])=[O:18])=[CH:16][C:3]1=2 |f:2.3|. Reported procedure: In 100 ml of tetrahydrofuran is suspended 25 g of methyltriphenylphosphonium bromide and 40 ml of 1.6 N-n-butyl lithium helium hexane solution is dropwise added thereto under a nitrogen atmosphere and ice-cooling. After stirring the mixture under ice-cooling for 30 minutes, a solution obtained by dissolving 15 g of methyl 11-oxo-6,11-dihydrodibenz[b,e]oxepin-2-carboxylate in 250 ml of tetrahydrofuran is dropwise added thereto and the mixture is stirred at room temperature for two hours. The solv... The reactants are N1C=NC2=C1C=CC(=C2)C=NO (1H-benzo[d]imidazole-5-formaldehyde oxime), Cl (hydrochloric acid). The solvent is CO (methanol). Reaction conditions: time 3 hour. Product: Cl.N1C=NC2=C1C=CC(=C2)CN ((1H-benzo[d]imidazol-5-yl)methanamine hydrochloride). As a reaction SMILES: [NH:1]1[C:5]2[CH:6]=[CH:7][C:8]([CH:10]=[N:11]O)=[CH:9][C:4]=2[N:3]=[CH:2]1.[ClH:13]>CO>[ClH:13].[NH:1]1[C:5]2[CH:6]=[CH:7][C:8]([CH2:10][NH2:11])=[CH:9][C:4]=2[N:3]=[CH:2]1 |f:3.4|. Procedure details: 1H-benzo[d]imidazole-5-formaldehyde oxime (0.55 mmol, 1 eq.) was dissolved in 10 mL methanol and 300 μL of concentrated hydrochloric acid was added. The mixture was flushed with argone and palladium on activated carbon (10% Pd) was added to the solution. The mixture was hydrogenated at 4 bar for 3 hours. The resulted mixture was filtrated through a pad of celite, the solvent was removed and the residue was dried over phosphorus pentoxide in a exsiccator to give a white solid. The reactants are FC(COC1=C(C=CC=C1)[N+](=O)[O-])F (1-(2,2-difluoro-ethoxy)-2-nitro-benzene), C(C)O (ethanol), [H][H] (hydrogen). Reagents/catalysts: [Pd] (palladium on charcoal). Solvent: C(C)(=O)OCC (ethyl acetate). Yields the product FC(COC1=C(C=CC=C1)N)F (2-(2,2-Difluoro-ethoxy)-phenylamine). The yield is 90.0%. Reaction SMILES: [F:1][CH:2]([F:14])[CH2:3][O:4][C:5]1[CH:10]=[CH:9][CH:8]=[CH:7][C:6]=1[N+:11]([O-])=O.C(O)C.[H][H]>[Pd].C(OCC)(=O)C>[F:1][CH:2]([F:14])[CH2:3][O:4][C:5]1[CH:10]=[CH:9][CH:8]=[CH:7][C:6]=1[NH2:11]. Procedure: The 1-(2,2-difluoro-ethoxy)-2-nitro-benzene (2.16 mmol) was dissolved in a 1:1-mixture of ethanol and ethyl acetate in order to obtain a final concentration of 0.05M. Hydrogenation was performed at 60° C., 1 bar of hydrogen and with palladium on charcoal (10%) as the catalyst. After evaporation of the solvent the title compound was obtained in 90% yield and could be used in the next step without further purification; (calculated) C8H9F2NO [173.16]; (found) [M+H]+=174.